This data is from the Open Reaction Database (ORD), a public repository of structured organic reaction records. The task is: describe an organic reaction: reactants, conditions, products, and yield Reactants: C(C1=CC=CC=C1)OC1=CC=C2C(=C(C=NC2=C1)N)NCC1CCOCC1 (7-benzyloxy-N4-(tetrahydro-2H-pyran-4-ylmethyl)quinoline-3,4-diamine), C(C1=CC=CC=C1)OC=1C=C2C(=C(C=NC2=CC1)N)NCC1CCOCC1 (6-benzyloxy-N4-(tetrahydro-2H-pyran-4-ylmethyl)quinoline-3,4-diamine), C(CC)(OCC)(OCC)OCC (triethyl orthopropionate). The product is C(C1=CC=CC=C1)OC=1C=CC=2C3=C(C=NC2C1)N=C(N3CC3CCOCC3)CC (7-benzyloxy-2-ethyl-1-(tetrahydro-2H-pyran-4-ylmethyl)-1H-imidazo[4,5-c]quinoline), C(C1=CC=CC=C1)OC1=CC=2C3=C(C=NC2C=C1)N=C(N3CC3CCOCC3)CC (8-benzyloxy-2-ethyl-1-(tetrahydro-2H-pyran-4-ylmethyl)-1H-imidazo[4,5-c]quinoline). As a reaction SMILES: [CH2:1]([O:8][C:9]1[CH:18]=[C:17]2[C:12]([C:13]([NH:20][CH2:21][CH:22]3[CH2:27][CH2:26][O:25][CH2:24][CH2:23]3)=[C:14]([NH2:19])[CH:15]=[N:16]2)=[CH:11][CH:10]=1)[C:2]1[CH:7]=[CH:6][CH:5]=[CH:4][CH:3]=1.[CH2:28]([O:35][C:36]1[CH:37]=[C:38]2[C:43](=[CH:44][CH:45]=1)[N:42]=[CH:41][C:40]([NH2:46])=[C:39]2[NH:47][CH2:48][CH:49]1[CH2:54][CH2:53][O:52][CH2:51][CH2:50]1)[C:29]1[CH:34]=[CH:33][CH:32]=[CH:31][CH:30]=1.[C:55](OCC)(OCC)(OCC)[CH2:56][CH3:57]>>[CH2:1]([O:8][C:9]1[CH:10]=[CH:11][C:12]2[C:13]3[N:20]([CH2:21][CH:22]4[CH2:27][CH2:26][O:25][CH2:24][CH2:23]4)[C:28]([CH2:29][CH3:30])=[N:19][C:14]=3[CH:15]=[N:16][C:17]=2[CH:18]=1)[C:2]1[CH:3]=[CH:4][CH:5]=[CH:6][CH:7]=1.[CH2:28]([O:35][C:36]1[CH:45]=[CH:44][C:43]2[N:42]=[CH:41][C:40]3[N:46]=[C:55]([CH2:56][CH3:57])[N:47]([CH2:48][CH:49]4[CH2:54][CH2:53][O:52][CH2:51][CH2:50]4)[C:39]=3[C:38]=2[CH:37]=1)[C:29]1[CH:30]=[CH:31][CH:32]=[CH:33][CH:34]=1. Procedure details: For examples 229 and 231, 7-benzyloxy-N4-(tetrahydro-2H-pyran-4-ylmethyl)quinoline-3,4-diamine (Example 229) or 6-benzyloxy-N4-(tetrahydro-2H-pyran-4-ylmethyl)quinoline-3,4-diamine (Example 231) can be treated with triethyl orthopropionate according to the general method described in Part G of Example 1 to provide 7-benzyloxy-2-ethyl-1-(tetrahydro-2H-pyran-4-ylmethyl)-1H-imidazo[4,5-c]quinoline (Example 229) or 8-benzyloxy-2-ethyl-1-(tetrahydro-2H-pyran-4-ylmethyl)-1H-imidazo[4,5-c]quinoline (Ex... Product: C1(CC1)CNC(NC1=CC=C(C(=O)O)C=C1)=O (4-(3-(Cyclopropylmethyl)ureido)benzoic acid). Isolated yield 94.1%. As a reaction SMILES: [CH:1]1([CH2:4][NH:5][C:6](=[O:19])[NH:7][C:8]2[CH:18]=[CH:17][C:11]([C:12]([O:14]CC)=[O:13])=[CH:10][CH:9]=2)[CH2:3][CH2:2]1.[OH-].[Na+]>C(O)C>[CH:1]1([CH2:4][NH:5][C:6](=[O:19])[NH:7][C:8]2[CH:9]=[CH:10][C:11]([C:12]([OH:14])=[O:13])=[CH:17][CH:18]=2)[CH2:2][CH2:3]1 |f:1.2|. Procedure: Ethyl 4-(3-(cyclopropylmethyl)ureido)benzoate (55.3 mmol, 14.5 g) was suspended in ethanol (400 ml) and 4M sodium hydroxide (332 mmol, 83 mL) added. The reaction was then refluxed until complete saponification was achieved. The ethanol was removed by evaporation and the reaction neutralised with concentrated hydrochloric acid. The white precipitate was collected and washed with water. The material was dried under vacuum to give the title compound (12.19 g) The solvent is C(C)O (ethanol). Starting materials: C1(CC1)CNC(NC1=CC=C(C(=O)OCC)C=C1)=O (Ethyl 4-(3-(cyclopropylmethyl)ureido)benzoate), [OH-].[Na+] (sodium hydroxide). Starting materials: S(O)(O)(=O)=O (sulphuric acid), [N+](=O)(O)[O-] (nitric acid), COC=1C=C(C(=O)OCC)C=CC1OCCCN1CCOCC1 (ethyl 3-methoxy-4-(3-morpholinopropoxy)benzoate). Solvent: ClCCl (dichloromethane), C(C)(=O)O (acetic acid), O (water). Yields the product COC=1C=C(C(=O)OCC)C(=CC1OCCCN1CCOCC1)[N+](=O)[O-] (ethyl 3-methoxy-4-(3-morpholinopropoxy)-6-nitrobenzoate). Yield: 161.8%. Reaction SMILES: S(=O)(=O)(O)O.[N+:6]([O-:9])(O)=[O:7].[CH3:10][O:11][C:12]1[CH:13]=[C:14]([CH:20]=[CH:21][C:22]=1[O:23][CH2:24][CH2:25][CH2:26][N:27]1[CH2:32][CH2:31][O:30][CH2:29][CH2:28]1)[C:15]([O:17][CH2:18][CH3:19])=[O:16]>ClCCl.C(O)(=O)C.O>[CH3:10][O:11][C:12]1[CH:13]=[C:14]([C:20]([N+:6]([O-:9])=[O:7])=[CH:21][C:22]=1[O:23][CH2:24][CH2:25][CH2:26][N:27]1[CH2:32][CH2:31][O:30][CH2:29][CH2:28]1)[C:15]([O:17][CH2:18][CH3:19])=[O:16]. Procedure details: Concentrated sulphuric acid (110 ml) and concentrated nitric acid (19.0 ml, 0.289 mol) were added cautiously, over a 50 minute period, to a two-phase system containing a stirred solution of ethyl 3-methoxy-4-(3-morpholinopropoxy)benzoate (76.5 g, 0.237 mol) in dichloromethane (600 ml), acetic acid (300 ml) and water (70 ml) at 5° C. The reaction was allowed to warm to ambient temperature over 18 hours, the aqueous phase was separated, and the aqueous phase was taken to pH 9 by addition of 40% aq...